From a dataset of the Open Reaction Database (ORD), a public repository of structured organic reaction records. describe an organic reaction: reactants, conditions, products, and yield Starting materials: O=O (oxygen), C1=C2C=C3N(C2=CC=C1)CCC(=C3)CO (6,7-dihydropyrido[1,2-a]indole-8-methanol). Reagents/catalysts: above-mentioned catalyst. Solvent: O1CCCC1 (tetrahydrofuran). Product: C1=C2C=C3N(C2=CC=C1)CC[C@@H](C3)CO ((S)-6,7,8,9-tetrahydropyrido[1,2-a]indole-8-methanol). Yield: 99.4%. RXN SMILES: O=O.[CH:3]1[CH:11]=[CH:10][CH:9]=[C:8]2[C:4]=1[CH:5]=[C:6]1[CH:15]=[C:14]([CH2:16][OH:17])[CH2:13][CH2:12][N:7]12>O1CCCC1>[CH:3]1[CH:11]=[CH:10][CH:9]=[C:8]2[C:4]=1[CH:5]=[C:6]1[CH2:15][C@@H:14]([CH2:16][OH:17])[CH2:13][CH2:12][N:7]12. Procedure: The glass attachment of a 30 ml autoclave is charged in a glove box (oxygen content <1 ppm) with 0.20 g (1.0 mmol) of 6,7-dihydropyrido[1,2-a]indole-8-methanol, 9 ml of tetrahydrofuran and 1 ml of the above-mentioned catalyst solution. The hydrogenation is carried out at 80° C., an initial pressure of 60 bar of H2 and while stirring vigorously. After a hydrogenation time of 18 hours, the conversion is 99.9% according to GC. The pale yellow hydrogenation solution is evaporated. The residue is dis...